The task is: describe an organic reaction: reactants, conditions, products, and yield. This data is from the Open Reaction Database (ORD), a public repository of structured organic reaction records. The reactants are Cc1ccc(Br)c(Br)c1, O, O=[N+]([O-])O. The product is Cc1cc(Br)c(Br)cc1[N+](=O)[O-]. Reaction SMILES: [Br:1][c:2]1[cH:3][c:4]([CH3:9])[cH:5][cH:6][c:7]1[Br:8].[OH2:14].[OH:10][N+:11]([O-:12])=[O:13]>>[Br:1][c:2]1[cH:3][c:4]([CH3:9])[c:5]([N+:11](=[O:10])[O-:12])[cH:6][c:7]1[Br:8]. Yields the product FC1=C(C(=C(C(=C1COC(COC1=NC=C(C=N1)C(NC1=CC=C(C=C1)F)=O)=O)F)F)F)F ([5-(4-Fluorophenylcarbamoyl)pyrimidin-2-yloxy]acetic acid pentafluorophenylmethyl ester). Run in ClCCl (dichloromethane). The yield is 87.0%. Reaction SMILES: [F:1][C:2]1[CH:7]=[CH:6][C:5]([NH:8][C:9]([C:11]2[CH:12]=[N:13][C:14]([O:17][CH2:18][C:19]([OH:21])=[O:20])=[N:15][CH:16]=2)=[O:10])=[CH:4][CH:3]=1.[F:22][C:23]1[C:28](O)=[C:27]([F:30])[C:26]([F:31])=[C:25]([F:32])[C:24]=1[F:33].[CH3:34]O>ClCCl>[F:22][C:23]1[C:28]([CH2:34][O:20][C:19](=[O:21])[CH2:18][O:17][C:14]2[N:13]=[CH:12][C:11]([C:9](=[O:10])[NH:8][C:5]3[CH:4]=[CH:3][C:2]([F:1])=[CH:7][CH:6]=3)=[CH:16][N:15]=2)=[C:27]([F:30])[C:26]([F:31])=[C:25]([F:32])[C:24]=1[F:33]. Procedure: The titled compound was prepared from [5-(4-fluorophenylcarbamoyl)pyrimidin-2-yloxy]acetic acid using pentafluorophenol (30 mg, 0. 15 mmol) as the coupling partner. Chromatography (1:1 methanol:dichloromethane) through SiO2 yielded 70 mg (87%) of the titled compound. ESI-MS m/z 472 (MH+), 470 (M−H−). The reactants are CO (methanol), FC1=CC=C(C=C1)NC(=O)C=1C=NC(=NC1)OCC(=O)O ([5-(4-fluorophenylcarbamoyl)pyrimidin-2-yloxy]acetic acid), FC1=C(C(=C(C(=C1O)F)F)F)F (pentafluorophenol). Starting materials: CC(=O)O, [Cl-], Cl, O=N[O-], Cc1c(-c2ccccc2)oc2c(N)cccc2c1=O, [Na+], O=S=O, O, O, O. The product is Cc1c(-c2ccccc2)oc2c(S(=O)(=O)Cl)cccc2c1=O. RXN SMILES: [CH3:32][C:33](=[O:34])[OH:35].[Cl-:29].[ClH:31].[N:1]([O-:2])=[O:3].[NH2:5][c:6]1[cH:7][cH:8][cH:9][c:10]2[c:11](=[O:23])[c:12]([CH3:22])[c:13](-[c:16]3[cH:17][cH:18][cH:19][cH:20][cH:21]3)[o:14][c:15]12.[Na+:4].[O:24]=[S:25]=[O:26].[OH2:27].[OH2:28].[OH2:30]>>[c:6]1([S:25](=[O:24])(=[O:26])[Cl:29])[cH:7][cH:8][cH:9][c:10]2[c:11](=[O:23])[c:12]([CH3:22])[c:13](-[c:16]3[cH:17][cH:18][cH:19][cH:20][cH:21]3)[o:14][c:15]12. Reactants: ClCCCOC1=CC=C(C=O)C=C1 (4-(3-Chloro-propoxy)-benzaldehyde), C1NCCC2=CC=CC=C12 (1,2,3,4-tetrahydro-isoquinoline), C(C)(=O)O[BH-](OC(C)=O)OC(C)=O.[Na+] (sodium triacetoxyborohydride), C([O-])(O)=O.[Na+] (sodium bicarbonate), N1CCCCC1 (piperidine), C([O-])([O-])=O.[Na+].[Na+] (sodium carbonate), [I-].[K+] (potassium iodide). The solvent is ClCCCl (DCE), C(C)(=O)O (acetic acid), O (water), C(CCC)O (n-butanol). Reaction conditions: temperature 105 celsius, time 16 hour. Product: N1(CCCCC1)CCCOC1=CC=C(CN2CC3=CC=CC=C3CC2)C=C1 (2-[4-(3-Piperidin-1-yl-propoxy)-benzyl]-1,2,3,4-tetrahydro-isoquinoline). Reaction SMILES: Cl[CH2:2][CH2:3][CH2:4][O:5][C:6]1[CH:13]=[CH:12][C:9]([CH:10]=O)=[CH:8][CH:7]=1.[CH2:14]1[C:23]2[C:18](=[CH:19][CH:20]=[CH:21][CH:22]=2)[CH2:17][CH2:16][NH:15]1.C(O[BH-](OC(=O)C)OC(=O)C)(=O)C.[Na+].C(=O)(O)[O-].[Na+].[NH:43]1[CH2:48][CH2:47][CH2:46][CH2:45][CH2:44]1.C(=O)([O-])[O-].[Na+].[Na+].[I-].[K+]>ClCCCl.C(O)CCC.O.C(O)(=O)C>[N:43]1([CH2:2][CH2:3][CH2:4][O:5][C:6]2[CH:13]=[CH:12][C:9]([CH2:10][N:15]3[CH2:16][CH2:17][C:18]4[C:23](=[CH:22][CH:21]=[CH:20][CH:19]=4)[CH2:14]3)=[CH:8][CH:7]=2)[CH2:48][CH2:47][CH2:46][CH2:45][CH2:44]1 |f:2.3,4.5,7.8.9,10.11|. Reported procedure: A solution of the product of Example 11 (1.0 g), 1,2,3,4-tetrahydro-isoquinoline (0.0.69 mL), and acetic acid (0.29 mL) in DCE (10 mL) was treated with sodium triacetoxyborohydride (1.5 g). After 16 h, saturated aqueous sodium bicarbonate was added. The resulting mixture was extracted with DCM (3×10 mL). The combined organic phases were dried (magnesium sulfate) and evaporated, giving a material which was dissolved in n-butanol (20 mL), treated with piperidine (0.65 mL), sodium carbonate (800 mg... Run at time 8 hour. The yield is 86.4%. The reactants are C(C=1C(O)=CC=CC1)(=O)N (salicylamide), BrCC(=O)C1=CC(=CC=C1)OC (2-bromo-1-(3-methoxy-phenyl)-ethanone), C([O-])([O-])=O.[K+].[K+] (potassium carbonate), O (Water). Run in CN(C=O)C (N,N-dimethylformamide). The product is COC=1C=C(C=CC1)C(COC1=C(C(=O)N)C=CC=C1)=O (2-[2-(3-Methoxy-phenyl)-2-oxo-ethoxy]-benzamide). Reported procedure: To a suspension of 5 g (36.5 mmol) of salicylamide in 60 mL of N,N-dimethylformamide, 8.36 g (36.5 mmol) of 2-bromo-1-(3-methoxy-phenyl)-ethanone and 7.57 g (54.7 mmol) of potassium carbonate were added. The mixture was stirred at room temperature overnight. Water was added under stirring and the precipitate was filtered, washed with water and dried in vacuo to yield 9 g of the title compound (90%). As a reaction SMILES: [C:1]([NH2:10])(=[O:9])[C:2]1[C:3](=[CH:5][CH:6]=[CH:7][CH:8]=1)[OH:4].Br[CH2:12][C:13]([C:15]1[CH:20]=[CH:19][CH:18]=[C:17]([O:21][CH3:22])[CH:16]=1)=[O:14].C(=O)([O-])[O-].[K+].[K+].O>CN(C)C=O>[CH3:22][O:21][C:17]1[CH:16]=[C:15]([C:13](=[O:14])[CH2:12][O:4][C:3]2[CH:5]=[CH:6][CH:7]=[CH:8][C:2]=2[C:1]([NH2:10])=[O:9])[CH:20]=[CH:19][CH:18]=1 |f:2.3.4|.